This data is from the Open Reaction Database (ORD), a public repository of structured organic reaction records. The task is: describe an organic reaction: reactants, conditions, products, and yield Reactants: CC(=O)O[BH-](OC(C)=O)OC(C)=O, CC(=O)O, ClCCl, O=Cc1ccc(OCCCN2CCCCC2)cc1, c1cncc(C2CCCCN2)c1, [Na+], [Na+], [OH-]. Yields the product c1cncc(C2CCCCN2Cc2ccc(OCCCN3CCCCC3)cc2)c1. RXN SMILES: [C:31]([O:32][BH-:33]([O:34][C:35](=[O:36])[CH3:37])[O:38][C:39](=[O:40])[CH3:41])(=[O:42])[CH3:43].[CH3:50][C:51](=[O:52])[OH:53].[Cl:47][CH2:48][Cl:49].[N:1]1([CH2:7][CH2:8][CH2:9][O:10][c:11]2[cH:12][cH:13][c:14]([CH:15]=[O:16])[cH:17][cH:18]2)[CH2:2][CH2:3][CH2:4][CH2:5][CH2:6]1.[NH:19]1[CH:20]([c:25]2[cH:26][n:27][cH:28][cH:29][cH:30]2)[CH2:21][CH2:22][CH2:23][CH2:24]1.[Na+:44].[Na+:46].[OH-:45]>>[N:1]1([CH2:7][CH2:8][CH2:9][O:10][c:11]2[cH:12][cH:13][c:14]([CH2:15][N:19]3[CH:20]([c:25]4[cH:26][n:27][cH:28][cH:29][cH:30]4)[CH2:21][CH2:22][CH2:23][CH2:24]3)[cH:17][cH:18]2)[CH2:2][CH2:3][CH2:4][CH2:5][CH2:6]1. Starting materials: BrC1C2CNC=3C=CC=CC3C21 (bromo-1a,2,3,7b-tetrahydro-1H-cyclopropa[c]quinoline), BrC=1C=2C3C(C(NC2C=CC1)=O)C3 (7-bromo-3,7b-dihydro-1H-cyclopropa[c]quinolin-2(1aH)-one), BrC1=CC=CC2=C1SCC(N2)=O (8-bromo-2H-benzo[b][1,4]thiazin-3(4H)-one). Yields the product BrC1=CC=CC2=C1SCCN2 (8-Bromo-3,4-dihydro-2H-benzo[b][1,4]thiazine). RXN SMILES: BrC1C2C1CNC1C=CC=CC=12.BrC1C2C3CC3C(=O)NC=2C=CC=1.[Br:26][C:27]1[C:32]2[S:33][CH2:34][C:35](=O)[NH:36][C:31]=2[CH:30]=[CH:29][CH:28]=1>>[Br:26][C:27]1[C:32]2[S:33][CH2:34][CH2:35][NH:36][C:31]=2[CH:30]=[CH:29][CH:28]=1. Reported procedure: The title compound was prepared using a procedure analogous to bromo-1a,2,3,7b-tetrahydro-1H-cyclopropa[c]quinoline except that 7-bromo-3,7b-dihydro-1H-cyclopropa[c]quinolin-2(1aH)-one was replaced with 8-bromo-2H-benzo[b][1,4]thiazin-3(4H)-one. LCMS, [M+H]+=231.9. 1H NMR (400 MHz, MeOD) δ 6.86-6.80 (m, 1H), 6.73 (t, J=7.9 Hz, 1H), 6.52 (dd, J=8.1, 1.3 Hz, 1H), 3.56-3.49 (m, 2H), 3.09-3.01 (m, 2H). Reactants: [Cl-], Clc1ncnc2c1CCCC2, [H-], [H][H], [NH4+], [Na+], OCCc1ccc(Oc2ccccc2)cc1, C1CCOC1. Product: c1ccc(Oc2ccc(CCOc3ncnc4c3CCCC4)cc2)cc1. As a reaction SMILES: [Cl-:32].[Cl:21][c:22]1[n:23][cH:24][n:25][c:26]2[c:31]1[CH2:30][CH2:29][CH2:28][CH2:27]2.[H-:17].[H:19][H:20].[NH4+:33].[Na+:18].[O:1]([c:2]1[cH:3][cH:4][cH:5][cH:6][cH:7]1)[c:8]1[cH:9][cH:10][c:11]([CH2:14][CH2:15][OH:16])[cH:12][cH:13]1.[O:34]1[CH2:35][CH2:36][CH2:37][CH2:38]1>>[O:1]([c:2]1[cH:3][cH:4][cH:5][cH:6][cH:7]1)[c:8]1[cH:9][cH:10][c:11]([CH2:14][CH2:15][O:16][c:22]2[n:23][cH:24][n:25][c:26]3[c:31]2[CH2:30][CH2:29][CH2:28][CH2:27]3)[cH:12][cH:13]1. Starting materials: CCOP(=O)(OCC)c1ccccc1N, CCCCCCCCOc1ccc(-c2ccc(C(=O)Cl)cc2)cc1, CCOC(C)=O, c1ccncc1. The product is CCCCCCCCOc1ccc(-c2ccc(C(=O)Nc3ccccc3P(=O)(OCC)OCC)cc2)cc1. Reaction SMILES: [CH2:1]([CH3:2])[O:3][P:4]([O:5][CH2:6][CH3:7])(=[O:8])[c:9]1[c:10]([NH2:15])[cH:11][cH:12][cH:13][cH:14]1.[CH2:22]([CH2:23][CH2:24][CH2:25][CH2:26][CH2:27][CH2:28][CH3:29])[O:30][c:31]1[cH:32][cH:33][c:34](-[c:37]2[cH:38][cH:39][c:40]([C:43](=[O:44])[Cl:45])[cH:41][cH:42]2)[cH:35][cH:36]1.[CH3:46][CH2:47][O:48][C:49]([CH3:50])=[O:51].[cH:16]1[cH:17][cH:18][n:19][cH:20][cH:21]1>>[CH2:1]([CH3:2])[O:3][P:4]([O:5][CH2:6][CH3:7])(=[O:8])[c:9]1[c:10]([NH:15][C:43]([c:40]2[cH:39][cH:38][c:37](-[c:34]3[cH:33][cH:32][c:31]([O:30][CH2:22][CH2:23][CH2:24][CH2:25][CH2:26][CH2:27][CH2:28][CH3:29])[cH:36][cH:35]3)[cH:42][cH:41]2)=[O:44])[cH:11][cH:12][cH:13][cH:14]1. Reactants: BrC1=CC=C2C=CC3=CC=CC4=CC=C1C2=C34 (1-bromopyrene), CC1=CC=C(C=C1)B(O)O (4-methylphenylboronic acid), P(=O)([O-])([O-])[O-].[K+].[K+].[K+] (tripotassium phosphate), CN(C=O)C (dimethylformamide). Reagents/catalysts: [Br-].C(CCC)[N+](CCCC)(CCCC)CCCC (tetrabutylammonium bromide), C(C)(=O)[O-].[Pd+2].C(C)(=O)[O-] (palladium acetate). Run in O (water). Reaction conditions: temperature 120 celsius, time 5 hour. Yields the product CC1=CC=C(C=C1)C1=CC=C2C=CC3=CC=CC4=CC=C1C2=C34 (1-(4-methylphenyl)pyrene). The yield is 85.7%. Reaction SMILES: Br[C:2]1[C:15]2[C:16]3=[C:17]4[C:12](=[CH:13][CH:14]=2)[CH:11]=[CH:10][CH:9]=[C:8]4[CH:7]=[CH:6][C:5]3=[CH:4][CH:3]=1.[CH3:18][C:19]1[CH:24]=[CH:23][C:22](B(O)O)=[CH:21][CH:20]=1.P([O-])([O-])([O-])=O.[K+].[K+].[K+].CN(C)C=O>[Br-].C([N+](CCCC)(CCCC)CCCC)CCC.C([O-])(=O)C.[Pd+2].C([O-])(=O)C.O>[CH3:18][C:19]1[CH:24]=[CH:23][C:22]([C:9]2[C:8]3[C:17]4=[C:16]5[C:5](=[CH:6][CH:7]=3)[CH:4]=[CH:3][CH:2]=[C:15]5[CH:14]=[CH:13][C:12]4=[CH:11][CH:10]=2)=[CH:21][CH:20]=1 |f:2.3.4.5,7.8,9.10.11|. Procedure: A mixed solution of 45.0 g of 1-bromopyrene, 21.7 g of 4-methylphenylboronic acid, 34.0 g of tripotassium phosphate, 10.3 g of tetrabutylammonium bromide, 0.71 g of palladium acetate and 1.6 L of dimethylformamide was heated with stirring under a nitrogen gas flow at 120° C. for 5 hours. After cooling to room temperature, 1.6 L of water was injected, followed by stirring at room temperature for 0.5 hours. The precipitated solid was collected by filtration and then washed twice with 200 ml of wat...